From a dataset of the Open Reaction Database (ORD), a public repository of structured organic reaction records. describe an organic reaction: reactants, conditions, products, and yield Starting materials: C(C)(C)(C)OC(NC1=CC=CC=C1)=O (phenyl-carbamic acid tert-butyl ester), [Li]C(C)(C)C (t-BuLi), ice, C1(CCC1)=O (cyclobutanone). Run in CCOCC (ether). Run at time 3 hour. Yields the product C(C)(C)(C)OC(NC1=C(C=CC=C1)C1(CCC1)O)=O (tert-butyl[2-(1-hydroxycyclobutyl)phenyl]carbamate). The yield is 31.4%. RXN SMILES: [C:1]([O:5][C:6](=[O:14])[NH:7][C:8]1[CH:13]=[CH:12][CH:11]=[CH:10][CH:9]=1)([CH3:4])([CH3:3])[CH3:2].[Li]C(C)(C)C.[C:20]1(=[O:24])[CH2:23][CH2:22][CH2:21]1>CCOCC>[C:1]([O:5][C:6](=[O:14])[NH:7][C:8]1[CH:9]=[CH:10][CH:11]=[CH:12][C:13]=1[C:20]1([OH:24])[CH2:23][CH2:22][CH2:21]1)([CH3:4])([CH3:2])[CH3:3]. Procedure details: To phenyl-carbamic acid tert-butyl ester (2 g, 10.4 mmol) in ether (30 mL) at 0° C. was added t-BuLi (15 mL, 26 mmol, 1.7 M) and the reaction solution stirred for 3 hours prior to the addition of cyclobutanone (1.2 mL, 15.6 mmol). The reaction mixture was allowed to warm to room temperature. Upon completion by thin-layer chromatography (TLC), the reaction was poured into ice-cold saturated ammonium chloride (100 mL) and extracted with ethyl acetate (50 mL). The organics were dried over sodium su... Reactants: CN1C(=CC2=CC=CC=C12)C1=CC=CC=C1 (1-methyl-2-phenyl-1H-indol), CO/C=C/C(=O)OC (methyl trans-3-methoxyacrylate), P(=O)(Cl)(Cl)Cl (phosphorus oxychloride). Run in C(C)(=O)O (acetic acid), O (water), C(C)(=O)OCC (ethyl acetate), O (water). Reaction conditions: time 7 hour. The product is CN1C(=C(C2=CC=CC=C12)/C=C/C(=O)OC)C1=CC=CC=C1 (methyl trans-3-(1-methyl-2-phenyl-1H-indol-3-yl)acrylate). The yield is 75.9%. RXN SMILES: [CH3:1][N:2]1[C:10]2[C:5](=[CH:6][CH:7]=[CH:8][CH:9]=2)[CH:4]=[C:3]1[C:11]1[CH:16]=[CH:15][CH:14]=[CH:13][CH:12]=1.CO/[CH:19]=[CH:20]/[C:21]([O:23][CH3:24])=[O:22].P(Cl)(Cl)(Cl)=O>C(OCC)(=O)C.O.C(O)(=O)C>[CH3:1][N:2]1[C:10]2[C:5](=[CH:6][CH:7]=[CH:8][CH:9]=2)[C:4](/[CH:19]=[CH:20]/[C:21]([O:23][CH3:24])=[O:22])=[C:3]1[C:11]1[CH:16]=[CH:15][CH:14]=[CH:13][CH:12]=1. Reported procedure: 1.04 g of 1-methyl-2-phenyl-1H-indol, 0.64 g of methyl trans-3-methoxyacrylate, 94.5 mg of water and 6 ml of glacial acetic acid were mixed, 124 mg of phosphorus oxychloride was added into the mixture at an inner temperature of 25° C., the added mixture was stirred for 7 hours at the same temperature to cause a reaction. After completion of the reaction, 30 mL of water was added dropwise into the reaction liquid, 50 mL of ethyl acetate was added and extraction treatment was conducted, and the re...